This data is from the Open Reaction Database (ORD), a public repository of structured organic reaction records. The task is: describe an organic reaction: reactants, conditions, products, and yield Reactants: C(C)(C)(C)OC(NC[C@H](C(NC1=NN(C(=C1)C1=CC(=CC=C1)CCC)C1=CC=CC=C1)=O)NC(=O)OC(C)(C)C)=O ([(R)-2-tert-butoxycarbonylamino-2-[1-phenyl-5-(3-propylphenyl)-1H-pyrazol-3-ylcarbamoyl]ethyl]carbamic acid tert-butyl ester), solution, Cl (hydrogen chloride). The solvent is O1CCOCC1 (1,4-dioxane), O1CCOCC1 (1,4-dioxane). Reaction conditions: time 2 hour. The product is Cl.Cl.N[C@@H](C(=O)NC1=NN(C(=C1)C1=CC(=CC=C1)CCC)C1=CC=CC=C1)CN ((R)-2,3-Diamino-N-[1-phenyl-5-(3-propylphenyl)-1H-pyrazol-3-yl]-propionamide dihydrochloride). RXN SMILES: C(OC(=O)[NH:7][CH2:8][C@@H:9]([NH:33]C(OC(C)(C)C)=O)[C:10](=[O:32])[NH:11][C:12]1[CH:16]=[C:15]([C:17]2[CH:22]=[CH:21][CH:20]=[C:19]([CH2:23][CH2:24][CH3:25])[CH:18]=2)[N:14]([C:26]2[CH:31]=[CH:30][CH:29]=[CH:28][CH:27]=2)[N:13]=1)(C)(C)C.[ClH:42]>O1CCOCC1>[ClH:42].[ClH:42].[NH2:33][C@H:9]([CH2:8][NH2:7])[C:10]([NH:11][C:12]1[CH:16]=[C:15]([C:17]2[CH:22]=[CH:21][CH:20]=[C:19]([CH2:23][CH2:24][CH3:25])[CH:18]=2)[N:14]([C:26]2[CH:31]=[CH:30][CH:29]=[CH:28][CH:27]=2)[N:13]=1)=[O:32] |f:3.4.5|. Reported procedure: To a solution of [(R)-2-tert-butoxycarbonylamino-2-[1-phenyl-5-(3-propylphenyl)-1H-pyrazol-3-ylcarbamoyl]ethyl]carbamic acid tert-butyl ester (328 mg) in 1,4-dioxane (3 ml) was added a 4M solution of hydrogen chloride in 1,4-dioxane (3 ml) at room temperature, and the mixture was stirred for 2 hours. This reaction solution was concentrated, and then n-hexane (4 ml) was added thereto, and the mixture was stirred. The insoluble substance was collected by filtration, washed with n-hexane, and dried... Reaction SMILES: [Al+3:12].[C:15]([CH2:16][CH:17]([CH3:18])[CH3:19])(=[O:20])[Cl:21].[Cl-:11].[Cl-:13].[Cl-:14].[ClH:22].[H-:1].[OH2:32].[S:29]=[C:30]=[S:31].[c:2]1([OH:10])[cH:3][c:4]([OH:5])[cH:6][c:7]([CH3:8])[cH:9]1.[cH:23]1[cH:24][cH:25][cH:26][cH:27][cH:28]1>>[c:2]1([OH:10])[cH:3][c:4]([OH:5])[cH:6][c:7]([CH3:8])[c:9]1[C:15]([CH2:16][CH:17]([CH3:18])[CH3:19])=[O:20]. The product is Cc1cc(O)cc(O)c1C(=O)CC(C)C. Starting materials: [Al+3], CC(C)CC(=O)Cl, [Cl-], [Cl-], [Cl-], Cl, [H-], O, S=C=S, Cc1cc(O)cc(O)c1, c1ccccc1. Reactants: O=C(c1ccc(Br)cc1)N1CCCC(c2ccccc2)C1, CCO, Cc1ccccc1, OB(O)c1ccccc1C(F)(F)F, [Na+], [Na+], O=C([O-])[O-], c1ccc(P(c2ccccc2)(c2ccccc2)[Pd](P(c2ccccc2)(c2ccccc2)c2ccccc2)(P(c2ccccc2)(c2ccccc2)c2ccccc2)P(c2ccccc2)(c2ccccc2)c2ccccc2)cc1. Yields the product O=C(c1ccc(-c2ccccc2C(F)(F)F)cc1)N1CCCC(c2ccccc2)C1. As a reaction SMILES: [Br:1][c:2]1[cH:3][cH:4][c:5]([C:8](=[O:9])[N:10]2[CH2:11][CH:12]([c:16]3[cH:17][cH:18][cH:19][cH:20][cH:21]3)[CH2:13][CH2:14][CH2:15]2)[cH:6][cH:7]1.[CH3:125][CH2:126][OH:127].[CH3:41][c:42]1[cH:43][cH:44][cH:45][cH:46][cH:47]1.[F:22][C:23]([c:24]1[c:25]([B:30]([OH:31])[OH:32])[cH:26][cH:27][cH:28][cH:29]1)([F:33])[F:34].[Na+:35].[Na+:36].[O-:37][C:38](=[O:39])[O-:40].[cH:48]1[cH:49][cH:50][c:51]([P:52]([Pd:53]([P:54]([c:55]2[cH:56][cH:57][cH:58][cH:59][cH:60]2)([c:61]2[cH:62][cH:63][cH:64][cH:65][cH:66]2)[c:67]2[cH:68][cH:69][cH:70][cH:71][cH:72]2)([P:73]([c:74]2[cH:75][cH:76][cH:77][cH:78][cH:79]2)([c:80]2[cH:81][cH:82][cH:83][cH:84][cH:85]2)[c:86]2[cH:87][cH:88][cH:89][cH:90][cH:91]2)[P:92]([c:93]2[cH:94][cH:95][cH:96][cH:97][cH:98]2)([c:99]2[cH:100][cH:101][cH:102][cH:103][cH:104]2)[c:105]2[cH:106][cH:107][cH:108][cH:109][cH:110]2)([c:111]2[cH:112][cH:113][cH:114][cH:115][cH:116]2)[c:117]2[cH:118][cH:119][cH:120][cH:121][cH:122]2)[cH:123][cH:124]1>>[c:2]1(-[c:25]2[c:24]([C:23]([F:22])([F:33])[F:34])[cH:29][cH:28][cH:27][cH:26]2)[cH:3][cH:4][c:5]([C:8](=[O:9])[N:10]2[CH2:11][CH:12]([c:16]3[cH:17][cH:18][cH:19][cH:20][cH:21]3)[CH2:13][CH2:14][CH2:15]2)[cH:6][cH:7]1. Starting materials: [H-].[Na+] (NaH), C(CC)S (propanethiol), C1(CCCC1)OC=1C=C(C=CC1OC)[C@H](CC1=CC=NC=C1)C1=CC=CC=C1 ((R)-(+)-4-[2-(3-cyclopentyloxy-4-methoxyphenyl)-2-phenylethyl]pyridine). Run in CN(C)C=O (DMF), CN(C)C=O (DMF). Reaction conditions: time 30 minute. Product: OC=1C=C(C=CC1OC)[C@H](CC1=CC=NC=C1)C1=CC=CC=C1 ((R)-(+)-4-[2-(3-Hydroxy-4-methoxyphenyl)-2-phenylethyl]pyridine). Yield: 406.8%. As a reaction SMILES: [H-].[Na+].C(S)CC.C1([O:12][C:13]2[CH:14]=[C:15]([C@@H:21]([C:29]3[CH:34]=[CH:33][CH:32]=[CH:31][CH:30]=3)[CH2:22][C:23]3[CH:28]=[CH:27][N:26]=[CH:25][CH:24]=3)[CH:16]=[CH:17][C:18]=2[O:19][CH3:20])CCCC1>CN(C=O)C>[OH:12][C:13]1[CH:14]=[C:15]([C@@H:21]([C:29]2[CH:34]=[CH:33][CH:32]=[CH:31][CH:30]=2)[CH2:22][C:23]2[CH:24]=[CH:25][N:26]=[CH:27][CH:28]=2)[CH:16]=[CH:17][C:18]=1[O:19][CH3:20] |f:0.1|. Reported procedure: To a stirred solution of NaH (60% dispersion in mineral oil) (0.483 g, 12.075 mmol) in DMF under nitrogen at RT was added propanethiol (1.09 ml, 12.07 mmol) and the mixture stirred for 30 min. A solution of (R)-(+)-4-[2-(3-cyclopentyloxy-4-methoxyphenyl)-2-phenylethyl]pyridine (made as described in WO 94/14742) (1.8 g, 4.83 mmol) in DMF was added, the mixture heated to reflux for 5 h, allowed to cool (the reaction was followed by tic) and concentrated in vacuo. The residue was taken up in CH2Cl2... The reactants are COC1=CC2=C(C(CN(CC2)S(=O)(=O)C2=CC=C(C=C2)C)OC2=CC=CC=C2)C=C1OC (7,8-dimethoxy-1-phenoxy-2,3,4,5-tetrahydro-3-(p-toluene-sulfonyl)-3-benzazepine), [H-].COCCO[Al+]OCCOC.[Na+].[H-] (sodium bis (2-methoxyethoxy) aluminum hydride), [OH-].[Na+] (NaOH). Run in C1(=CC=CC=C1)C (toluene). Reaction conditions: time 2 day. Yields the product C(C(=O)O)(=O)O.COC1=CC2=C(C(CNCC2)OC2=CC=CC=C2)C=C1OC (7,8-dimethoxy-1-phenoxy-2,3,4,5-tetrahydro-3-benzazepine oxalate). Reaction SMILES: [CH3:1][O:2][C:3]1[C:30]([O:31][CH3:32])=[CH:29][C:6]2[CH:7]([O:22][C:23]3[CH:28]=[CH:27][CH:26]=[CH:25][CH:24]=3)[CH2:8][N:9](S(C3C=CC(C)=CC=3)(=O)=O)[CH2:10][CH2:11][C:5]=2[CH:4]=1.[H-].C[O:35]CCO[Al+]OCCOC.[Na+].[H-].[OH-:47].[Na+]>C1(C)C=CC=CC=1>[C:30]([OH:31])(=[O:35])[C:3]([OH:2])=[O:47].[CH3:1][O:2][C:3]1[C:30]([O:31][CH3:32])=[CH:29][C:6]2[CH:7]([O:22][C:23]3[CH:28]=[CH:27][CH:26]=[CH:25][CH:24]=3)[CH2:8][NH:9][CH2:10][CH2:11][C:5]=2[CH:4]=1 |f:1.2.3.4,5.6,8.9|. Reported procedure: To a solution of 7,8-dimethoxy-1-hydroxy-2,3,4,5-tetrahydro-3-(p-toluenesulfonyl)-3-benzazepine (15 g, 40 mmole), phenol (3.6 g, 40 mmole) and triphenylphosphine (10.8 g, 41 mmole) in benzene (400 ml), cooled with an ice bath, was slowly dropped a solution of diethyl azodicarboxylate (7.2 g, 42 mmole) in benzene (100 ml). After stirring three hours at ambient temperature, the reaction mixture was filtered to remove sym-dicarbethoxyhydrazine (6.2 g, 94%, m.p. 132°-134° C.), then was concentrated ... Reactants: O=C([O-])O, CCOC(=O)c1c[nH]c2c(-c3ccncc3)c(-c3ccc(F)cc3)nn2c1=O, [Na+], O=S(=O)(O)O. Product: O=C(O)c1c[nH]c2c(-c3ccncc3)c(-c3ccc(F)cc3)nn2c1=O. As a reaction SMILES: [C:29](=[O:30])([OH:31])[O-:32].[CH2:1]([CH3:2])[O:3][C:4](=[O:5])[c:6]1[cH:7][nH:8][c:9]2[n:10]([c:11]1=[O:12])[n:13][c:14](-[c:22]1[cH:23][cH:24][c:25]([F:28])[cH:26][cH:27]1)[c:15]2-[c:16]1[cH:17][cH:18][n:19][cH:20][cH:21]1.[Na+:33].[S:34](=[O:35])(=[O:36])([OH:37])[OH:38]>>[O:3]=[C:4]([OH:5])[c:6]1[cH:7][nH:8][c:9]2[n:10]([c:11]1=[O:12])[n:13][c:14](-[c:22]1[cH:23][cH:24][c:25]([F:28])[cH:26][cH:27]1)[c:15]2-[c:16]1[cH:17][cH:18][n:19][cH:20][cH:21]1. Reactants: OCc1cc(Br)ccc1Cl, COC(C)(C)C, CCOCC, O, BrP(Br)Br. Yields the product Clc1ccc(Br)cc1CBr. RXN SMILES: [Br:1][c:2]1[cH:3][cH:4][c:5]([Cl:10])[c:6]([CH2:7][OH:8])[cH:9]1.[CH3:16][O:17][C:18]([CH3:19])([CH3:20])[CH3:21].[CH3:22][CH2:23][O:24][CH2:25][CH3:26].[OH2:15].[P:11]([Br:12])([Br:13])[Br:14]>>[Br:1][c:2]1[cH:3][cH:4][c:5]([Cl:10])[c:6]([CH2:7][Br:12])[cH:9]1. Reactants: CC(C)(c1cc(NC(=O)Oc2ccccc2)no1)C(F)(F)F, COc1cc2ncnc(Oc3cccc(N)c3)c2cc1O, CN(C)C=O. Product: COc1cc2ncnc(Oc3cccc(NC(=O)Nc4cc(C(C)(C)C(F)(F)F)on4)c3)c2cc1O. As a reaction SMILES: [F:22][C:23]([C:24]([CH3:25])([CH3:26])[c:27]1[cH:28][c:29]([NH:32][C:33]([O:34][c:36]2[cH:37][cH:38][cH:39][cH:40][cH:41]2)=[O:35])[n:30][o:31]1)([F:42])[F:43].[NH2:1][c:2]1[cH:3][c:4]([O:5][c:6]2[n:7][cH:8][n:9][c:10]3[cH:11][c:12]([O:17][CH3:18])[c:13]([OH:16])[cH:14][c:15]23)[cH:19][cH:20][cH:21]1.[O:44]=[CH:45][N:46]([CH3:47])[CH3:48]>>[NH:1]([c:2]1[cH:3][c:4]([O:5][c:6]2[n:7][cH:8][n:9][c:10]3[cH:11][c:12]([O:17][CH3:18])[c:13]([OH:16])[cH:14][c:15]23)[cH:19][cH:20][cH:21]1)[C:33]([NH:32][c:29]1[cH:28][c:27]([C:24]([C:23]([F:22])([F:42])[F:43])([CH3:25])[CH3:26])[o:31][n:30]1)=[O:34]. Reactants: C(C)(=O)C=1C=NC2=CC=C(C=C2C1NC=1C=CC(=NC1)N1CC(CC1)NC(OC(C)(C)C)=O)Br (tert-butyl 1-(5-(3-acetyl-6-bromoquinolin-4-ylamino) pyridin-2-yl)pyrrolidin-3-ylcarbamate), ClC1=C(C(=CC(=C1)B1OC(C(O1)(C)C)(C)C)OC)O (2-chloro-6-methoxy-4-(4,4,5,5-tetramethyl-1,3,2-dioxaborolan-2-yl)phenol). Product: NC1CN(CC1)C1=CC=C(C=N1)NC1=C(C=NC2=CC=C(C=C12)C1=CC(=C(C(=C1)OC)O)Cl)C(C)=O (1-(4-(6-(3-aminopyrrolidin-1-yl)pyridin-3-ylamino)-6-(3-chloro-4-hydroxy-5-methoxyphenyl)quinolin-3-yl)ethanone). Yield: 14.6%. RXN SMILES: [C:1]([C:4]1[CH:5]=[N:6][C:7]2[C:12]([C:13]=1[NH:14][C:15]1[CH:16]=[CH:17][C:18]([N:21]3[CH2:25][CH2:24][CH:23]([NH:26]C(=O)OC(C)(C)C)[CH2:22]3)=[N:19][CH:20]=1)=[CH:11][C:10](Br)=[CH:9][CH:8]=2)(=[O:3])[CH3:2].[Cl:35][C:36]1[CH:41]=[C:40](B2OC(C)(C)C(C)(C)O2)[CH:39]=[C:38]([O:51][CH3:52])[C:37]=1[OH:53]>>[NH2:26][CH:23]1[CH2:24][CH2:25][N:21]([C:18]2[N:19]=[CH:20][C:15]([NH:14][C:13]3[C:12]4[C:7](=[CH:8][CH:9]=[C:10]([C:40]5[CH:39]=[C:38]([O:51][CH3:52])[C:37]([OH:53])=[C:36]([Cl:35])[CH:41]=5)[CH:11]=4)[N:6]=[CH:5][C:4]=3[C:1](=[O:3])[CH3:2])=[CH:16][CH:17]=2)[CH2:22]1. Procedure: Following general procedure D, tert-butyl 1-(5-(3-acetyl-6-bromoquinolin-4-ylamino) pyridin-2-yl)pyrrolidin-3-ylcarbamate (80 mg, 0.15 mmol) was reacted with 2-chloro-6-methoxy-4-(4,4,5,5-tetramethyl-1,3,2-dioxaborolan-2-yl)phenol (65 mg, 0.23 mmol) to obtain the protected intermediate which was subjected to general procedure A-2 to afford the desired product (11 mg, 15% over two steps) as a yellow-brown: 1H NMR (500 MHz, CD3OD+TFA-d) δ 9.28 (s, 1H), 8.31-8.25 (m, 2H), 8.06-7.99 (m, 2H), 7.83 (d...